From a dataset of the Open Reaction Database (ORD), a public repository of structured organic reaction records. describe an organic reaction: reactants, conditions, products, and yield Reactants: NC(CO)C1=CC=C(C=C1)Br (2-amino-2-(4-bromophenyl)ethanol), N(=C=S)C1=CC=C(C=C1)C1=NN(C=N1)C1=CC=C(C=C1)OC(F)(F)F (3-(4-isothiocyanato-phenyl)-1-(4-trifluoromethoxy-phenyl)-1H-1,2,4-triazole). Yields the product BrC1=CC=C(C=C1)C(CO)NC(=S)NC1=CC=C(C=C1)C1=NN(C=N1)C1=CC=C(C=C1)OC(F)(F)F (1-(1-(4-Bromophenyl)-2-hydroxyethyl)-3-(4-(1-(4-(trifluoromethoxy)phenyl)-1H-1,2,4-triazol-3-yl)phenyl)thiourea), solid. The yield is 98.0%. Reaction SMILES: [NH2:1][CH:2]([C:5]1[CH:10]=[CH:9][C:8]([Br:11])=[CH:7][CH:6]=1)[CH2:3][OH:4].[N:12]([C:15]1[CH:20]=[CH:19][C:18]([C:21]2[N:25]=[CH:24][N:23]([C:26]3[CH:31]=[CH:30][C:29]([O:32][C:33]([F:36])([F:35])[F:34])=[CH:28][CH:27]=3)[N:22]=2)=[CH:17][CH:16]=1)=[C:13]=[S:14]>>[Br:11][C:8]1[CH:9]=[CH:10][C:5]([CH:2]([NH:1][C:13]([NH:12][C:15]2[CH:16]=[CH:17][C:18]([C:21]3[N:25]=[CH:24][N:23]([C:26]4[CH:31]=[CH:30][C:29]([O:32][C:33]([F:36])([F:34])[F:35])=[CH:28][CH:27]=4)[N:22]=3)=[CH:19][CH:20]=2)=[S:14])[CH2:3][OH:4])=[CH:6][CH:7]=1. Procedure: The title compound was prepared with 2-amino-2-(4-bromophenyl)ethanol (Chen, L.; et al., US 20060004045) and 3-(4-isothiocyanato-phenyl)-1-(4-trifluoromethoxy-phenyl)-1H-1,2,4-triazole and isolated as a white solid (1.58 g, 98%): 1H NMR (400 MHz, CDCl3) δ 8.60 (s, 1H), 8.41-8.05 (m, 3H), 8.03-7.68 (m, 2H), 7.68-6.95 (m, 10H), 5.88-5.44 (m, 1H), 4.25-3.80 (m, 2H); ESIMS m/z 578 ([M+H]+). Starting materials: methyl 3-carboxy-1,4-dihydro-2,6-dimethyl-4-(3-nitrophenyl)-5-pyridinedicarboxylate, N12CC(C(CC1)CC2)O (1-azabicyclo[2.2.2]octan-3-ol), [N+](=O)([O-])C=1C=C(C=O)C=CC1 (3-nitrobenzaldehyde), N\C(=C/C(=O)OC)\C (methyl 3-aminocrotonate), C(CC(=O)C)(=O)OCCC#N (2-cyanoethyl acetoacetate). The product is CC=1NC(=C(C(C1C(=O)OCCC#N)C1=CC(=CC=C1)[N+](=O)[O-])C(=O)OC)C (2-cyanoethyl methyl 1,4-dihydro-2,6-dimethyl-4-(3-nitrophenyl)-3,5-pyridinedicarboxylate). RXN SMILES: N12CCC(CC1)C(O)C2.[N+:10]([C:13]1[CH:14]=[C:15]([CH:18]=[CH:19][CH:20]=1)[CH:16]=O)([O-:12])=[O:11].[NH2:21]/[C:22](/[CH3:28])=[CH:23]\[C:24]([O:26][CH3:27])=[O:25].[C:29]([O:35][CH2:36][CH2:37][C:38]#[N:39])(=[O:34])[CH2:30][C:31]([CH3:33])=O>>[CH3:33][C:31]1[NH:21][C:22]([CH3:28])=[C:23]([C:24]([O:26][CH3:27])=[O:25])[CH:16]([C:15]2[CH:18]=[CH:19][CH:20]=[C:13]([N+:10]([O-:12])=[O:11])[CH:14]=2)[C:30]=1[C:29]([O:35][CH2:36][CH2:37][C:38]#[N:39])=[O:34]. Procedure details: The compounds of the invention can be prepared by esterification of the enantiomers of methyl 3-carboxy-1,4-dihydro-2,6-dimethyl-4-(3-nitrophenyl)-5-pyridinedicarboxylate with the enantiomers of 1-azabicyclo[2.2.2]octan-3-ol (3-quinuclidinol). The acid may be prepared by condensation of 3-nitrobenzaldehyde with methyl 3-aminocrotonate and 2-cyanoethyl acetoacetate to afford 2-cyanoethyl methyl 1,4-dihydro-2,6-dimethyl-4-(3-nitrophenyl)-3,5-pyridinedicarboxylate which may be hydrolyzed with one e... Reactants: C(#N)C=1C(=NNC1N=COCC)NC1=CC(=CC=C1)OC (4-cyano-5-(ethoxy-methyleneamino)-3-(3-methoxy-phenylamino)-pyrazole), ClC=1C=C(N)C=CC1 (3-chloro-aniline). The solvent is C(C)O (ethanol). Yields the product ClC=1C=C(C=CC1)N1C=NC2=C(C1=N)C(=NN2)NC2=CC(=CC=C2)OC (5-(3-Chloro-phenyl)-1.5-dihydro-4-imino-3-(3-methoxy-phenylamino)-4H-pyrazolo[3,4-d]pyrimidine). As a reaction SMILES: [C:1]([C:3]1[C:4]([NH:13][C:14]2[CH:19]=[CH:18][CH:17]=[C:16]([O:20][CH3:21])[CH:15]=2)=[N:5][NH:6][C:7]=1[N:8]=[CH:9]OCC)#[N:2].[Cl:22][C:23]1[CH:24]=[C:25]([CH:27]=[CH:28][CH:29]=1)[NH2:26]>C(O)C>[Cl:22][C:23]1[CH:24]=[C:25]([N:26]2[C:1](=[NH:2])[C:3]3[C:4]([NH:13][C:14]4[CH:19]=[CH:18][CH:17]=[C:16]([O:20][CH3:21])[CH:15]=4)=[N:5][NH:6][C:7]=3[N:8]=[CH:9]2)[CH:27]=[CH:28][CH:29]=1. Procedure: A mixture of 3.85 g (13.49 mmol) of 4-cyano-5-(ethoxy-methyleneamino)-3-(3-methoxy-phenylamino)-pyrazole, 2.84 ml (27.02 mmol) of 3-chloro-aniline and 75 ml of ethanol is heated under reflux for 2 hours. The reaction mixture is then cooled to RT and filtered. Washing the crystals with ethanol and diethyl ether yields the title compound; m.p. 190-192° C. Reactants: ClC=1C=C(C(=O)O)C=CC1C(NC1=CC(=C(C=C1)Cl)C1=NC=CC=C1)=O (3-chloro-4-(4-chloro-3-(pyridin-2-yl)phenylcarbamoyl)benzoic acid), N1CCC(CC1)CN (piperidin-4-ylmethanamine). Yields the product ClC1=C(C(=O)NC2=CC(=C(C=C2)Cl)C2=NC=CC=C2)C=CC(=C1)C(=O)NCC1CCNCC1 (2-chloro-N1-(4-chloro-3-(pyridin-2-yl)phenyl)-N4-(piperidin-4-ylmethyl)terephthalamide). RXN SMILES: [Cl:1][C:2]1[CH:3]=[C:4]([CH:8]=[CH:9][C:10]=1[C:11](=[O:26])[NH:12][C:13]1[CH:18]=[CH:17][C:16]([Cl:19])=[C:15]([C:20]2[CH:25]=[CH:24][CH:23]=[CH:22][N:21]=2)[CH:14]=1)[C:5]([OH:7])=O.[NH:27]1[CH2:32][CH2:31][CH:30]([CH2:33][NH2:34])[CH2:29][CH2:28]1>>[Cl:1][C:2]1[CH:3]=[C:4]([C:5]([NH:34][CH2:33][CH:30]2[CH2:31][CH2:32][NH:27][CH2:28][CH2:29]2)=[O:7])[CH:8]=[CH:9][C:10]=1[C:11]([NH:12][C:13]1[CH:18]=[CH:17][C:16]([Cl:19])=[C:15]([C:20]2[CH:25]=[CH:24][CH:23]=[CH:22][N:21]=2)[CH:14]=1)=[O:26]. Procedure details: 50 mg of 3-chloro-4-(4-chloro-3-(pyridin-2-yl)phenylcarbamoyl)benzoic acid was coupled to piperidin-4-ylmethanamine via Procedure G. The crude product was purified on reverse phase HPLC to yield 2-chloro-N1-(4-chloro-3-(pyridin-2-yl)phenyl)-N4-(piperidin-4-ylmethyl)terephthalamide. MS (Q1) 483 (M)+. Starting materials: O=S(=O)([O-])c1ccc(Br)c2ccccc12, CCOCC, [K+], O=[N+]([O-])O. The product is O=[N+]([O-])c1cccc2c(Br)ccc(S(=O)(=O)O)c12. As a reaction SMILES: [Br:1][c:2]1[cH:3][cH:4][c:5]([S:12](=[O:13])(=[O:14])[O-:15])[c:6]2[cH:7][cH:8][cH:9][cH:10][c:11]12.[CH3:21][CH2:22][O:23][CH2:24][CH3:25].[K+:16].[OH:17][N+:18]([O-:19])=[O:20]>>[Br:1][c:2]1[cH:3][cH:4][c:5]([S:12](=[O:13])(=[O:14])[OH:15])[c:6]2[c:7]([N+:18](=[O:17])[O-:19])[cH:8][cH:9][cH:10][c:11]12.